This data is from the Open Reaction Database (ORD), a public repository of structured organic reaction records. The task is: describe an organic reaction: reactants, conditions, products, and yield Reactants: OCCCCCCN1CCC(CC1)C=1C=C(C=CC1)NC(C(C)C)=O (N-{3-[1-(6-hydroxyhexyl)-4-piperidinyl]phenyl}-2-methylpropanamide), ClC1=C(C(=CC=C1)Cl)C1=NOC(=C1C(=O)Cl)C (3-(2,6-dichlorophenyl)-5-methyl-4-isoxazolecarbonyl chloride). Product: ClC1=C(C(=CC=C1)Cl)C1=NOC(=C1C(=O)OCCCCCCN1CCC(CC1)C1=CC(=CC=C1)NC(C(C)C)=O)C (6-{4-[3-(ISOBUTYRYLAMINO)PHENYL]-1-PIPERIDINYL}HEXYL 3-(2,6-DICHLOROPHENYL)-5-METHYL-4-ISOXAZOLECARBOXYLATE). RXN SMILES: [OH:1][CH2:2][CH2:3][CH2:4][CH2:5][CH2:6][CH2:7][N:8]1[CH2:13][CH2:12][CH:11]([C:14]2[CH:15]=[C:16]([NH:20][C:21](=[O:25])[CH:22]([CH3:24])[CH3:23])[CH:17]=[CH:18][CH:19]=2)[CH2:10][CH2:9]1.[Cl:26][C:27]1[CH:32]=[CH:31][CH:30]=[C:29]([Cl:33])[C:28]=1[C:34]1[C:38]([C:39](Cl)=[O:40])=[C:37]([CH3:42])[O:36][N:35]=1>>[Cl:26][C:27]1[CH:32]=[CH:31][CH:30]=[C:29]([Cl:33])[C:28]=1[C:34]1[C:38]([C:39]([O:1][CH2:2][CH2:3][CH2:4][CH2:5][CH2:6][CH2:7][N:8]2[CH2:13][CH2:12][CH:11]([C:14]3[CH:19]=[CH:18][CH:17]=[C:16]([NH:20][C:21](=[O:25])[CH:22]([CH3:23])[CH3:24])[CH:15]=3)[CH2:10][CH2:9]2)=[O:40])=[C:37]([CH3:42])[O:36][N:35]=1. Procedure: Prepared by Procedure Q1 and Scheme C2 (TEA) using N-{3-[1-(6-hydroxyhexyl)-4-piperidinyl]phenyl}-2-methylpropanamide and 3-(2,6-dichlorophenyl)-5-methyl-4-isoxazolecarbonyl chloride: ESMS m/e: 600.0 (M+H)+. Starting materials: C(C1=CC=CC=C1)O[C@@H]1[C@@](O[C@@]([C@@H]([C@H]1OCC1=CC=CC=C1)OCC1=CC=CC=C1)(OC)C1=CC(=C(C=C1)Cl)CC1=CC=C(C=C1)OCC1=CC=CC=C1)(C=O)CO ((2R,3S,4S,5R,6S)-3,4,5-tribenzyloxy-6-[3-[(4-benzyloxyphenyl)methyl]-4-chloro-phenyl]-2-(hydroxymethyl)-6-methoxy-tetrahydropyran-2-carbaldehyde), [BH4-].[Na+] (sodium borohydride). The solvent is CO (methanol). Reaction conditions: temperature 0 celsius, time 5 minute. Yields the product C(C1=CC=CC=C1)O[C@@H]1C(O[C@@]([C@@H]([C@H]1OCC1=CC=CC=C1)OCC1=CC=CC=C1)(OC)C1=CC(=C(C=C1)Cl)CC1=CC=C(C=C1)OCC1=CC=CC=C1)(CO)CO ([(3S,4S,5R,6S)-3,4,5-tribenzyloxy-6-[3-[(4-benzyloxyphenyl)methyl]-4-chloro-phenyl]-2-(hydroxymethyl)-6-methoxy-tetrahydropyran-2-yl]methanol). Yield: 99.8%. Reaction SMILES: [CH2:1]([O:8][C@H:9]1[C@H:14]([O:15][CH2:16][C:17]2[CH:22]=[CH:21][CH:20]=[CH:19][CH:18]=2)[C@@H:13]([O:23][CH2:24][C:25]2[CH:30]=[CH:29][CH:28]=[CH:27][CH:26]=2)[C@@:12]([C:33]2[CH:38]=[CH:37][C:36]([Cl:39])=[C:35]([CH2:40][C:41]3[CH:46]=[CH:45][C:44]([O:47][CH2:48][C:49]4[CH:54]=[CH:53][CH:52]=[CH:51][CH:50]=4)=[CH:43][CH:42]=3)[CH:34]=2)([O:31][CH3:32])[O:11][C@@:10]1([CH2:57][OH:58])[CH:55]=[O:56])[C:2]1[CH:7]=[CH:6][CH:5]=[CH:4][CH:3]=1.[BH4-].[Na+]>CO>[CH2:1]([O:8][C@H:9]1[C@H:14]([O:15][CH2:16][C:17]2[CH:18]=[CH:19][CH:20]=[CH:21][CH:22]=2)[C@@H:13]([O:23][CH2:24][C:25]2[CH:30]=[CH:29][CH:28]=[CH:27][CH:26]=2)[C@@:12]([C:33]2[CH:38]=[CH:37][C:36]([Cl:39])=[C:35]([CH2:40][C:41]3[CH:42]=[CH:43][C:44]([O:47][CH2:48][C:49]4[CH:50]=[CH:51][CH:52]=[CH:53][CH:54]=4)=[CH:45][CH:46]=3)[CH:34]=2)([O:31][CH3:32])[O:11][C:10]1([CH2:57][OH:58])[CH2:55][OH:56])[C:2]1[CH:3]=[CH:4][CH:5]=[CH:6][CH:7]=1 |f:1.2|. Procedure details: To a solution of (2R,3S,4S,5R,6S)-3,4,5-tribenzyloxy-6-[3-[(4-benzyloxyphenyl)methyl]-4-chloro-phenyl]-2-(hydroxymethyl)-6-methoxy-tetrahydropyran-2-carbaldehyde 25j (1.04 g, 1.3 mmol) in methanol (20 mL) was added sodium borohydride (98 mg, 2.6 mmol) slowly at 0° C. The mixture was stirred at 0° C. for 5 min. The reaction mixture was quenched with saturated aqueous ammonium chloride (15 mL) and extracted with ethyl acetate (50 mL×2). The combined organic layers were washed with water (30 mL×2) ... Reactants: [Li]C(C)(C)C (t-BuLi), C(C)(C)(C)OC(=O)N1CCN(CC1)S(=O)(=O)C=1C=C2C=CN(C2=CC1)C(=O)OC(C)(C)C (tert-Butyl 5-{[4(tert-butoxycarbonyl)piperazin-1-yl]sulfonyl}-1H-indole-1-carboxylate), COB(OC)OC (trimethylborate). Solvent: C1CCOC1 (THF). Reaction conditions: temperature 0 celsius, time 45 minute. Yields the product C(C)(C)(C)OC(=O)N1C(=CC2=CC(=CC=C12)S(=O)(=O)N1CCN(CC1)C(=O)OC(C)(C)C)B(O)O (1-(tert-Butoxycarbonyl)-5-{[4-(tert-butoxycarbonyl)piperazin-1-yl]sulfonyl}-1H-indol-2-ylboronic acid). Reaction SMILES: [C:1]([O:5][C:6]([N:8]1[CH2:13][CH2:12][N:11]([S:14]([C:17]2[CH:18]=[C:19]3[C:23](=[CH:24][CH:25]=2)[N:22]([C:26]([O:28][C:29]([CH3:32])([CH3:31])[CH3:30])=[O:27])[CH:21]=[CH:20]3)(=[O:16])=[O:15])[CH2:10][CH2:9]1)=[O:7])([CH3:4])([CH3:3])[CH3:2].[Li]C(C)(C)C.C[O:39][B:40](OC)[O:41]C>C1COCC1>[C:29]([O:28][C:26]([N:22]1[C:23]2[C:19](=[CH:18][C:17]([S:14]([N:11]3[CH2:12][CH2:13][N:8]([C:6]([O:5][C:1]([CH3:4])([CH3:3])[CH3:2])=[O:7])[CH2:9][CH2:10]3)(=[O:16])=[O:15])=[CH:25][CH:24]=2)[CH:20]=[C:21]1[B:40]([OH:41])[OH:39])=[O:27])([CH3:32])([CH3:31])[CH3:30]. Procedure: A solution of the tert-butyl 5-{[4-(tert-butoxycarbonyl)piperazin-1-yl]sulfonyl}-1H-indole-1-carboxylate (2-4, 1.06 g) in THF (55 mL) was stirred at −78° C. and treated with t-BuLi (1.7M, 2.68 mL, 4.55 mmol). After stirring for 45 minutes, the solution was treated with trimethylborate (640 μL, 5.69 mmol). The solution was warmed to 0° C. and stirred for 10 min, then partitioned between ethyl acetate (2×100 mL) and saturated NH4Cl solution (100 mL). The combined organics were dried over Na2SO4, f... The reactants are C(C)OC(C1=CC=C(C=C1)N=C(CC(=O)OCC)C1=CC=CC=C1)=O (4-(2-Ethoxycarbonyl-1-phenyl-ethylideneamino)-benzoic acid ethyl ester). Run in C1(=CC=CC=C1)C(=O)C1=CC=CC=C1 (diphenyl-methanone), C(C)OCC (diethyl ether). Conditions: temperature 250 celsius. The product is C(C)OC(=O)C=1C=C2C(C=C(NC2=CC1)C1=CC=CC=C1)=O (4-Oxo-2-phenyl-1,4-dihydro-quinoline-6-carboxylic acid Ethyl Ester). Reaction SMILES: [CH2:1]([O:3][C:4](=[O:25])[C:5]1[CH:10]=[CH:9][C:8]([N:11]=[C:12]([C:19]2[CH:24]=[CH:23][CH:22]=[CH:21][CH:20]=2)[CH2:13][C:14]([O:16]CC)=O)=[CH:7][CH:6]=1)[CH3:2]>C1(C(C2C=CC=CC=2)=O)C=CC=CC=1.C(OCC)C>[CH2:1]([O:3][C:4]([C:5]1[CH:6]=[C:7]2[C:8](=[CH:9][CH:10]=1)[NH:11][C:12]([C:19]1[CH:20]=[CH:21][CH:22]=[CH:23][CH:24]=1)=[CH:13][C:14]2=[O:16])=[O:25])[CH3:2]. Reported procedure: 4-Amino-benzoic acid ethyl ester (66 g, 0.4 mol) and 3-oxo-3-phenyl-propionic acid ethyl ester (0.4 mol, 1 eq.) were dissolved in 500 mL cyclohexane and refluxed for 2 days using a Dean-Stark trap. The solution was filtered, the solvent evaporated and the residue recrystallized to give 4-(2-ethoxycarbonyl-1-phenyl-ethylideneamino)-benzoic acid ethyl ester (Compound 481a) MS: 340.18 (M+H+). 4-(2-Ethoxycarbonyl-1-phenyl-ethylideneamino)-benzoic acid ethyl ester was dissolved in diphenyl-methanone ... The reactants are C(=O)(N1C=NC=C1)N1C=NC=C1 (1,1'-carbonyldiimidazole), FC=1C=C2C=C(NC2=CC1)C(=O)O (5-fluoroindole-2-carboxylic acid), C(CC)NC=1C(=NC=CC1)N1CCNCC1 (1-[3-(propylamino)-2-pyridinyl]piperazine), ice acetone. The solvent is ClCCl (dichloromethane), C1CCOC1 (THF), C1CCOC1 (THF). Run at time 1 hour. The product is CCCNC1=C(N=CC=C1)N2CCN(CC2)C(=O)C3=CC4=C(N3)C=CC(=C4)F (1-[5-Fluoroindolyl-2-carbonyl]-4-[3-(propylamino)-2-pyridinyl]piperazine). As a reaction SMILES: C(N1C=CN=C1)(N1C=CN=C1)=O.[F:13][C:14]1[CH:15]=[C:16]2[C:20](=[CH:21][CH:22]=1)[NH:19][C:18]([C:23]([OH:25])=O)=[CH:17]2.[CH2:26]([NH:29][C:30]1[C:31]([N:36]2[CH2:41][CH2:40][NH:39][CH2:38][CH2:37]2)=[N:32][CH:33]=[CH:34][CH:35]=1)[CH2:27][CH3:28]>C1COCC1.ClCCl>[CH3:28][CH2:27][CH2:26][NH:29][C:30]1[CH:35]=[CH:34][CH:33]=[N:32][C:31]=1[N:36]1[CH2:41][CH2:40][N:39]([C:23]([C:18]2[NH:19][C:20]3[CH:21]=[CH:22][C:14]([F:13])=[CH:15][C:16]=3[CH:17]=2)=[O:25])[CH2:38][CH2:37]1. Procedure: 1,1'-carbonyldiimidazole (0.48) is added to a 20°-25° solution of 5-fluoroindole-2-carboxylic acid (I, 0.53 g) in THF (6 ml). After 1 hour of stirring the above reaction is added dropwise via cannula to a solution of [3-(propylamino)-2-pyridinyl]piperazine (II, PREPARATION 7, 0.72 g) in THF (6 ml) at -10° (ice/acetone bath). The reaction is stirred for 30 minutes at -10°, slowly warming to 20°-25°, and stirred 4 hours. The reaction is diluted with dichloromethane (50 ml), washed with saturated a... Starting materials: C(C)(=O)NC12CC3(CC(CC(C1)(C3)NC(C)=O)(C2)NC(C)=O)NC(C)=O (1,3,5,7-tetraacetamidoadamantane), Cl (hydrochloric acid). Product: Cl.Cl.Cl.Cl.NC12CC3(CC(CC(C1)(C3)N)(C2)N)N (1,3,5,7-tetraaminoadamantane tetrahydrochloride). RXN SMILES: C([NH:4][C:5]12[CH2:18][C:9]3([NH:19]C(=O)C)[CH2:10][C:11]([NH:14]C(=O)C)([CH2:13][C:7]([NH:23]C(=O)C)([CH2:8]3)[CH2:6]1)[CH2:12]2)(=O)C.[ClH:27]>>[ClH:27].[ClH:27].[ClH:27].[ClH:27].[NH2:4][C:5]12[CH2:12][C:11]3([NH2:14])[CH2:13][C:7]([NH2:23])([CH2:8][C:9]([NH2:19])([CH2:10]3)[CH2:18]1)[CH2:6]2 |f:2.3.4.5.6|. Procedure: A process for preparing 1,3,5,7-tetraaminoadamantane which comprises reacting 1,3,5,7-tetraiodoadamantane with acetonitrile and water in the presence of actinic radiation to form 1,3,5,7-tetraacetamidoadamantane and hydrolyzing the 1,3,5,7-tetraacetamidoadamantane with hydrochloric acid to form 1,3,5,7-tetraaminoadamantane tetrahydrochloride. Reactants: FC=1C=C2C(C(=CN(C2=C(C1F)F)C(CO)C)C(=O)OCC)=O (ethyl 6,7,8-trifluoro-1,4-dihydro-1-(1-hydroxyprop-2-yl)-4-oxoquinoline-3-carboxylate), S(=O)(Cl)Cl (thionyl chloride). Run in C(Cl)(Cl)Cl (chloroform). The product is ClCC(C)N1C=C(C(C2=CC(=C(C(=C12)F)F)F)=O)C(=O)OCC (ethyl 1-(1-chloroprop-2-yl)-6,7,8-trifluoro-1,4-dihydro-4-oxoquinoline-3-carboxylate). As a reaction SMILES: [F:1][C:2]1[CH:3]=[C:4]2[C:9](=[C:10]([F:13])[C:11]=1[F:12])[N:8]([CH:14]([CH3:17])[CH2:15]O)[CH:7]=[C:6]([C:18]([O:20][CH2:21][CH3:22])=[O:19])[C:5]2=[O:23].S(Cl)([Cl:26])=O>C(Cl)(Cl)Cl>[Cl:26][CH2:15][CH:14]([N:8]1[C:9]2[C:4](=[CH:3][C:2]([F:1])=[C:11]([F:12])[C:10]=2[F:13])[C:5](=[O:23])[C:6]([C:18]([O:20][CH2:21][CH3:22])=[O:19])=[CH:7]1)[CH3:17]. Reported procedure: 0.988 gm (3.0 mmol) of ethyl 6,7,8-trifluoro-1,4-dihydro-1-(1-hydroxyprop-2-yl)-4-oxoquinoline-3-carboxylate was dissolved into 50 ml of chloroform. To this was added 0.714 gm (6.0 mmol) of thionyl chloride and the mixture was reacted with heating under refluxing for 10 hours. The reaction mixture was concentrated under reduced pressure and the residue was purified by silica gel column chromatography (chloroform:methanol=100:1) to obtain 1.001 gm of colorless, needlelike crystals of ethyl 1-(1-c...